Dataset: the Open Reaction Database (ORD), a public repository of structured organic reaction records. Task: describe an organic reaction: reactants, conditions, products, and yield As a reaction SMILES: [CH2:1]([c:2]1[cH:3][cH:4][cH:5][cH:6][cH:7]1)[S:8][c:9]1[cH:10][c:11]([C:12](=[O:13])[O:14][CH2:15][CH3:16])[cH:17][c:18]([S:27]([NH2:28])(=[O:29])=[O:30])[c:19]1[S:20][c:21]1[cH:22][cH:23][cH:24][cH:25][cH:26]1.[CH3:34][CH2:35][OH:36].[ClH:33].[Na+:32].[OH-:31]>>[CH2:1]([c:2]1[cH:3][cH:4][cH:5][cH:6][cH:7]1)[S:8][c:9]1[cH:10][c:11]([C:12](=[O:13])[OH:14])[cH:17][c:18]([S:27]([NH2:28])(=[O:29])=[O:30])[c:19]1[S:20][c:21]1[cH:22][cH:23][cH:24][cH:25][cH:26]1. Reactants: CCOC(=O)c1cc(SCc2ccccc2)c(Sc2ccccc2)c(S(N)(=O)=O)c1, CCO, Cl, [Na+], [OH-]. Product: NS(=O)(=O)c1cc(C(=O)O)cc(SCc2ccccc2)c1Sc1ccccc1. Reaction SMILES: [NH2:1][N:2]1[C:6](=O)[CH2:5][O:4][CH-:3]1.[OH2:8].[CH3:9][O:10][C:11]1[CH:12]=[C:13]2[C:18](=[CH:19][CH:20]=1)[O:17][CH2:16][CH2:15][C:14]2=O>C1C=CC=CC=1.Cl>[CH3:9][O:10][C:11]1[CH:12]=[C:13]2[C:18](=[CH:19][CH:20]=1)[O:17][CH2:16][CH2:15][C:14]2=[N:1][N:2]1[CH2:6][CH2:5][O:4][C:3]1=[O:8]. Run in C1=CC=CC=C1 (benzene). Conditions: time 8 hour. The product is COC=1C=C2C(CCOC2=CC1)=NN1C(OCC1)=O (3-[(6-Methoxy-4-chromanylidene)amino]-2-oxazolidinone). The reactants are NN1[CH-]OCC1=O (3-amino-2-oxazolidone), COC=1C=C2C(CCOC2=CC1)=O (6-methoxy-4-chromanone), O (water). Reagents/catalysts: Cl (HCl). Procedure: A solution of 62 g (0.61 mole) of 3-amino-2-oxazolidone in 650 ml of benzene was treated with 15 drops of HCl (isopropanol) solution using mechanical stirring, and refluxed until all water was removed via a Dean-Stark trap. The solution was then treated with 107 g (0.60 mole) of 6-methoxy-4-chromanone and refluxed for 11.5 hr. A 9.6 ml portion of water (theory: 10.8 ml) was collected. The reaction mixture was stripped of benzene under the water pump. The residue was taken up in 200 ml of 1:1 iso...